From a dataset of the Open Reaction Database (ORD), a public repository of structured organic reaction records. describe an organic reaction: reactants, conditions, products, and yield Reactants: solid, Cl.O1COC2=C1C=CC=C2C2CCN(CC2)CC[C@@H]2CC[C@H](CC2)N (Trans-4-[2-(4-Benzo[1,3]dioxol-4-yl-piperidin-1-yl)-ethyl]-cyclohexylamine hydrochloride), Cl.O1COC2=C1C=CC=C2C2CCN(CC2)CC[C@@H]2CC[C@H](CC2)N (Trans-4-[2-(4-Benzo[1,3]dioxol-4-yl-piperidin-1-yl)-ethyl]-cyclohexylamine hydrochloride), O1CC(C1)CC(=O)OC (methyl 2-(oxetan-3-yl)acetate). Yields the product O1COC2=C1C=CC=C2C2CCN(CC2)CC[C@@H]2CC[C@H](CC2)NC(CC2COC2)=O (Trans-N-{4-[2-(4-Benzo[1,3]dioxol-4-yl-piperidin-1-yl)-ethyl]cyclohexyl}-2-oxetan-3-yl-acetamide). Reaction SMILES: Cl.[O:2]1[C:6]2[CH:7]=[CH:8][CH:9]=[C:10]([CH:11]3[CH2:16][CH2:15][N:14]([CH2:17][CH2:18][C@H:19]4[CH2:24][CH2:23][C@H:22]([NH2:25])[CH2:21][CH2:20]4)[CH2:13][CH2:12]3)[C:5]=2[O:4][CH2:3]1.[O:26]1[CH2:29][CH:28]([CH2:30][C:31](OC)=[O:32])[CH2:27]1>>[O:2]1[C:6]2[CH:7]=[CH:8][CH:9]=[C:10]([CH:11]3[CH2:16][CH2:15][N:14]([CH2:17][CH2:18][C@H:19]4[CH2:20][CH2:21][C@H:22]([NH:25][C:31](=[O:32])[CH2:30][CH:28]5[CH2:29][O:26][CH2:27]5)[CH2:23][CH2:24]4)[CH2:13][CH2:12]3)[C:5]=2[O:4][CH2:3]1 |f:0.1|. Procedure: The title compound, white solid (22.9 mg, 76.3%), MS (ISP) m/z=429.5 [(M+H)+], was prepared in accordance with the general method of example 1 from Trans-4-[2-(4-Benzo[1,3]dioxol-4-yl-piperidin-1-yl)-ethyl]-cyclohexylamine hydrochloride (intermediate A) (25.7 mg, 0.070 mmol) and methyl 2-(oxetan-3-yl)acetate.